This data is from the Open Reaction Database (ORD), a public repository of structured organic reaction records. The task is: describe an organic reaction: reactants, conditions, products, and yield Starting materials: O=C([O-])[O-], CNC, Cl, [K+], [K+], O=N[O-], CCOC(=O)c1[se]c(-c2ccccc2)cc1N, [Na+], O. Product: CCOC(=O)c1[se]c(-c2ccccc2)cc1N=NN(C)C. Reaction SMILES: [C:23](=[O:24])([O-:25])[O-:26].[CH3:29][NH:30][CH3:31].[ClH:18].[K+:27].[K+:28].[N:19]([O-:20])=[O:21].[NH2:1][c:2]1[c:3]([C:13](=[O:14])[O:15][CH2:16][CH3:17])[se:4][c:5](-[c:7]2[cH:8][cH:9][cH:10][cH:11][cH:12]2)[cH:6]1.[Na+:22].[OH2:32]>>[N:1]([c:2]1[c:3]([C:13](=[O:14])[O:15][CH2:16][CH3:17])[se:4][c:5](-[c:7]2[cH:8][cH:9][cH:10][cH:11][cH:12]2)[cH:6]1)=[N:19][N:30]([CH3:29])[CH3:31].